This data is from the Open Reaction Database (ORD), a public repository of structured organic reaction records. The task is: describe an organic reaction: reactants, conditions, products, and yield The reactants are Grignard Reagent, BrC1=CC=C(C=C1)OC(F)(F)F (1-bromo-4-trifluoromethoxybenzene), [Mg] (magnesium), C(#N)C1=CC=NC=C1 (4-cyanopyridine), C1CCOC1 (THF), [Cl-].[NH4+] (ammonium chloride), Cl (hydrochloric acid). Reaction conditions: temperature 40 celsius, time 18 hour. The product is FC(OC1=CC=C(C=C1)C(=O)C1=CC=NC=C1)(F)F (4-pyridyl 4-(trifluoromethoxy)phenyl ketone). Reaction SMILES: Br[C:2]1[CH:7]=[CH:6][C:5]([O:8][C:9]([F:12])([F:11])[F:10])=[CH:4][CH:3]=1.[Mg].[C:14]([C:16]1[CH:21]=[CH:20][N:19]=[CH:18][CH:17]=1)#N.[Cl-].[NH4+].Cl.C1C[O:28]CC1>>[F:10][C:9]([F:12])([F:11])[O:8][C:5]1[CH:6]=[CH:7][C:2]([C:14]([C:16]2[CH:21]=[CH:20][N:19]=[CH:18][CH:17]=2)=[O:28])=[CH:3][CH:4]=1 |f:3.4|. Reported procedure: To a Grignard Reagent prepared from 21.3 grams (0.088 mole) of 1-bromo-4-trifluoromethoxybenzene and 2.5 grams (0.102 gram-atom) of magnesium metal was added a solution of 7.1 grams (0.068 mole) of 4-cyanopyridine in 50 mL of THF. Upon completion of addition, the reaction mixture was stirred at 40° C. for 18 hours. After this time, the reaction mixture was poured into an aqueous dilute solution of ammonium chloride, and was acidified to a pH of 3 with aqueous 10% hydrochloric acid. The mixture w... Reactants: Cl(=O)(=O)(=O)O (perchloric acid), C([O-])(O)=O.[K+] (potassium bicarbonate), NC1C2SCC(=C(N2C1=O)C(=O)O)CSC1(N=NCS1)C (7-amino-3-[[(5-methyl-1,3,4-thiadiazol-5-yl)thio]methyl]-8-oxo-5-thia-1-azabicyclo[4.2.0]oct-2-ene-2-carboxylic acid), Cl(=O)(=O)(=O)O (perchloric acid), NC1C2SCC(=C(N2C1=O)C(=O)OC(C1=CC=CC=C1)C1=CC=CC=C1)CSC=1SC(=NN1)C (7-amino-3-[[(5-methyl-1,3,4-thiadiazol-2-yl)thio]methyl]-8-oxo-5-thia-1-azabicyclo[4.2.0]oct-2 -ene-2-carboxylic acid, diphenylmethyl ester). The solvent is O1CCCC1 (tetrahydrofuran), O (water). Reaction conditions: time 30 minute. Yields the product thiadiazolyl, CC1=NSC(=N1)SCC1=C(N2C(C(C2SC1)N)=O)C(=O)O (3-[[(3-methyl-1,2,4-thiadiazol-5-yl)thio]methyl]-7-amino-8-oxo-5-thia-1-azabicyclo[4.2.0]oct-2-ene-2-carboxylic acid). As a reaction SMILES: [NH2:1][CH:2]1[C:9](=[O:10])[N:8]2[CH:3]1[S:4][CH2:5][C:6]([CH2:14][S:15][C:16]1(C)[S:20]CN=[N:17]1)=[C:7]2[C:11]([OH:13])=[O:12].Cl(O)(=O)(=O)=O.C(=O)(O)[O-].[K+].[NH2:32][CH:33]1C(=O)N2[CH:34]1SCC(CSC1SC(C)=NN=1)=C2C(OC(C1C=CC=CC=1)C1C=CC=CC=1)=O>O.O1CCCC1>[CH3:34][C:33]1[N:17]=[C:16]([S:15][CH2:14][C:6]2[CH2:5][S:4][CH:3]3[N:8]([C:9](=[O:10])[CH:2]3[NH2:1])[C:7]=2[C:11]([OH:13])=[O:12])[S:20][N:32]=1 |f:2.3|. Reported procedure: 18 g. of 7-amino-3-[[(5-methyl-1,3,4-thiadiazol-5-yl)thio]methyl]-8-oxo-5-thia-1-azabicyclo[4.2.0]oct-2-ene-2-carboxylic acid are suspended in 350 ml. of tetrahydrofuran. 4.1 ml. of 70% perchloric acid are added dropwise. After 30 minutes, a slightly turbid solution forms. This solution is filtered and to the filtrate is added dropwise with stirring 12 g. of diphenyldiazomethane and 20 ml. of tetrahydrofuran. After three hours, the reaction mixture is poured into 2 liters of absolute ether. The ... Reactants: Br.CC1(NC(NC1)=N)C (4,4-dimethylimidazolidin-2-ylideneamine hydrobromide), C(CC(=O)OCC)(=O)OCC (diethyl malonate), C[O-].[Na+] (sodium methoxide). Reported procedure: The process is carried out according to the procedure described in stage g of Example 1, using 5 g of 4,4-dimethylimidazolidin-2-ylideneamine hydrobromide, 4 ml of diethyl malonate and 2.8 g of sodium methoxide. 4.5 g of 7-hydroxy-2,2-dimethyl-2,3-dihydro-1H-imidazo[1,2-a]pyrimidin-5-one are thus obtained in the form of a white solid. The product is OC=1N=C2N(C(C1)=O)CC(N2)(C)C (7-hydroxy-2,2-dimethyl-2,3-dihydro-1H-imidazo[1,2-a]pyrimidin-5-one). As a reaction SMILES: Br.[CH3:2][C:3]1([CH3:9])[CH2:7][NH:6][C:5](=[NH:8])[NH:4]1.[C:10](OCC)(=[O:17])[CH2:11][C:12](OCC)=[O:13].C[O-].[Na+]>>[OH:17][C:10]1[N:8]=[C:5]2[NH:4][C:3]([CH3:9])([CH3:2])[CH2:7][N:6]2[C:12](=[O:13])[CH:11]=1 |f:0.1,3.4|. Starting materials: C(C)(=O)O.C(C)(=O)O.IC1=CC=CC=C1 (Iodobenzene diacetate), FC1=C(C=C(C=C1)F)C=1N=C2OC=CN2C1C=1N=NC(=CC1)NN (6-(2,5-difluorophenyl)-5-(6-hydrazinylpyridazin-3-yl)imidazo[2,1-b]oxazole), FC1=C(C=C(C=C1)F)C(C)=O (1-(2,5-difluorophenyl)ethanone), O1C(=NC=C1)N (oxazole-2-amine), C1CC(=O)N(C1=O)I (NIS), ClN1NC=C(C=C1)I (1-chloro-4-iodopyridazine), O.NN (hydrazine hydrate), CC(C=O)(C)C (trimethylacetaldehyde). Reagents/catalysts: C(C)(=O)O (acetic acid). The solvent is C(Cl)Cl (DCM), C(Cl)Cl (DCM), CO (MeOH). Run at time 1 hour. The product is C(C)(C)(C)C1=NN=C2N1N=C(C=C2)C2=C(N=C1OC=CN12)C1=C(C=CC(=C1)F)F (5-(3-tert-Butyl-[1,2,4]triazolo[4,3-b]pyridazin-6-yl)-6-(2,5-difluorophenyl)imidazo[2,1-b]oxazole). Isolated yield 66.0%. Reaction SMILES: [F:1][C:2]1[CH:7]=[CH:6][C:5]([F:8])=[CH:4][C:3]=1[C:9]1[N:10]=[C:11]2[N:15]([C:16]=1[C:17]1[N:18]=[N:19][C:20]([NH:23][NH2:24])=[CH:21][CH:22]=1)[CH:14]=[CH:13][O:12]2.F[C:26]1C=CC(F)=[CH:28][C:27]=1[C:33](=O)C.O1C=CN=[C:37]1N.C1C(=O)N(I)C(=O)C1.ClN1C=CC(I)=CN1.O.NN.CC(C)(C)C=O.C(O)(=O)C.C(O)(=O)C.IC1C=CC=CC=1>C(O)(=O)C.C(Cl)Cl.CO>[C:27]([C:33]1[N:19]2[N:18]=[C:17]([C:16]3[N:15]4[C:11]([O:12][CH:13]=[CH:14]4)=[N:10][C:9]=3[C:3]3[CH:4]=[C:5]([F:8])[CH:6]=[CH:7][C:2]=3[F:1])[CH:22]=[CH:21][C:20]2=[N:23][N:24]=1)([CH3:37])([CH3:28])[CH3:26] |f:5.6,8.9.10|. Procedure details: A mixture of 6-(2,5-difluorophenyl)-5-(6-hydrazinylpyridazin-3-yl)imidazo[2,1-b]oxazole (0.30 g, 0.84 mmol; (prepared using General Procedure A.1 from 1-(2,5-difluorophenyl)ethanone [Matrix], General Procedure B from oxazole-2-amine [GL Synthesis], General Procedure C with NIS, General Procedure I from 1-chloro-4-iodopyridazine (prepared using General Procedure H from 3,6-dichloropyridazine), and General Procedure D with hydrazine hydrate), trimethylacetaldehyde (0.076 g, 0.88 mmol), and glacial... Reactants: [BH3-]C#N, COc1ccc(N)cc1, CO, CC(=O)O, [Na+], [Na+], O=C1CCCC1, [OH-]. Product: COc1ccc(NC2CCCC2)cc1. As a reaction SMILES: [C:16]([BH3-:17])#[N:18].[CH3:1][O:2][c:3]1[cH:4][cH:5][c:6]([NH2:9])[cH:7][cH:8]1.[CH3:22][OH:23].[CH3:24][C:25](=[O:26])[OH:27].[Na+:19].[Na+:21].[O:10]=[C:11]1[CH2:12][CH2:13][CH2:14][CH2:15]1.[OH-:20]>>[CH3:1][O:2][c:3]1[cH:4][cH:5][c:6]([NH:9][CH:11]2[CH2:12][CH2:13][CH2:14][CH2:15]2)[cH:7][cH:8]1. Starting materials: NC=1C=C2C=NN(C2=CC1)C1=CC=C(C=C1)N (5-amino-1-(4-aminophenyl)indazole), N1C=CC2=CC(=CC=C12)C(=O)O (1H-indole-5-carboxylic acid). Reaction SMILES: [NH2:1][C:2]1[CH:3]=[C:4]2[C:8](=[CH:9][CH:10]=1)[N:7]([C:11]1[CH:16]=[CH:15][C:14]([NH2:17])=[CH:13][CH:12]=1)[N:6]=[CH:5]2.[NH:18]1[C:26]2[C:21](=[CH:22][C:23]([C:27]([OH:29])=O)=[CH:24][CH:25]=2)[CH:20]=[CH:19]1>>[NH:18]1[C:26]2[C:21](=[CH:22][C:23]([C:27]([NH:1][C:2]3[CH:3]=[C:4]4[C:8](=[CH:9][CH:10]=3)[N:7]([C:11]3[CH:16]=[CH:15][C:14]([NH:17][C:27]([C:23]5[CH:22]=[C:21]6[C:26](=[CH:25][CH:24]=5)[NH:18][CH:19]=[CH:20]6)=[O:29])=[CH:13][CH:12]=3)[N:6]=[CH:5]4)=[O:29])=[CH:24][CH:25]=2)[CH:20]=[CH:19]1. Product: N1C=CC2=CC(=CC=C12)C(=O)NC=1C=C2C=NN(C2=CC1)C1=CC=C(C=C1)NC(=O)C=1C=C2C=CNC2=CC1 (N-(4-(5-(1H-Indole-5-carboxamido)-1H-indazol-1-yl)phenyl)-1H-indole-5-carboxamide). Procedure details: Compound 527 was prepared according to the procedure described in Scheme IV from 5-amino-1-(4-aminophenyl)indazole and 1H-indole-5-carboxylic acid. [M+H]+ calcd for C31H22N6O2: 511.18; found: 511.03. Reactants: CC(C)(C)S(=O)NC(Cc1ccccc1)(c1cc(F)cc(OC(F)(F)C(F)F)c1)c1ccc(F)c(Br)c1, C=Cc1ccccc1, [K+], [K+], O=C([O-])[O-], CC(=O)[O-], CC(=O)[O-], CN(C)C=O, [Pd+2], c1ccc(P(c2ccccc2)c2ccccc2)cc1. Yields the product CC(C)(C)S(=O)NC(Cc1ccccc1)(c1cc(F)cc(OC(F)(F)C(F)F)c1)c1ccc(F)c(C=Cc2ccccc2)c1. As a reaction SMILES: [Br:20][c:21]1[cH:22][c:23]([C:28]([CH2:29][c:30]2[cH:31][cH:32][cH:33][cH:34][cH:35]2)([c:36]2[cH:37][c:38]([F:49])[cH:39][c:40]([O:42][C:43]([CH:44]([F:45])[F:46])([F:47])[F:48])[cH:41]2)[NH:50][S:51](=[O:52])[C:53]([CH3:54])([CH3:55])[CH3:56])[cH:24][cH:25][c:26]1[F:27].[CH2:57]=[CH:58][c:59]1[cH:60][cH:61][cH:62][cH:63][cH:64]1.[K+:65].[K+:66].[O-:67][C:68]([O-:69])=[O:70].[O-:77][C:78]([CH3:79])=[O:80].[O-:81][C:82]([CH3:83])=[O:84].[O:71]=[CH:72][N:73]([CH3:74])[CH3:75].[Pd+2:76].[c:1]1([P:2]([c:3]2[cH:4][cH:5][cH:6][cH:7][cH:8]2)[c:9]2[cH:10][cH:11][cH:12][cH:13][cH:14]2)[cH:15][cH:16][cH:17][cH:18][cH:19]1>>[c:21]1([CH:57]=[CH:58][c:59]2[cH:60][cH:61][cH:62][cH:63][cH:64]2)[cH:22][c:23]([C:28]([CH2:29][c:30]2[cH:31][cH:32][cH:33][cH:34][cH:35]2)([c:36]2[cH:37][c:38]([F:49])[cH:39][c:40]([O:42][C:43]([CH:44]([F:45])[F:46])([F:47])[F:48])[cH:41]2)[NH:50][S:51](=[O:52])[C:53]([CH3:54])([CH3:55])[CH3:56])[cH:24][cH:25][c:26]1[F:27].